From a dataset of the Open Reaction Database (ORD), a public repository of structured organic reaction records. describe an organic reaction: reactants, conditions, products, and yield The reactants are CN(C)C1(C2CCCCC2)CCC2(CC1)OCCO2, Cl. Product: CN(C)C1(C2CCCCC2)CCC(=O)CC1. Reaction SMILES: [CH:2]1([C:8]2([N:18]([CH3:19])[CH3:20])[CH2:9][CH2:10][C:11]3([O:12][CH2:15][CH2:14][O:13]3)[CH2:16][CH2:17]2)[CH2:3][CH2:4][CH2:5][CH2:6][CH2:7]1.[ClH:1]>>[CH:2]1([C:8]2([N:18]([CH3:19])[CH3:20])[CH2:9][CH2:10][C:11](=[O:12])[CH2:16][CH2:17]2)[CH2:3][CH2:4][CH2:5][CH2:6][CH2:7]1. The reactants are N#Cc1cn(-c2ccc(C(=O)O)c([N+](=O)[O-])c2)c2ccccc12, CCO, CCOC(C)=O, [Cl-], [NH4+], C1CCOC1, O, [Zn]. Yields the product N#Cc1cn(-c2ccc(C(=O)O)c(N)c2)c2ccccc12. RXN SMILES: [C:1](#[N:2])[c:3]1[cH:4][n:5](-[c:12]2[cH:13][c:14]([N+:21]([O-:22])=[O:23])[c:15]([C:16](=[O:17])[OH:18])[cH:19][cH:20]2)[c:6]2[cH:7][cH:8][cH:9][cH:10][c:11]12.[CH3:24][CH2:25][OH:26].[CH3:31][CH2:32][O:33][C:34](=[O:35])[CH3:36].[Cl-:28].[NH4+:29].[O:37]1[CH2:38][CH2:39][CH2:40][CH2:41]1.[OH2:27].[Zn:30]>>[C:1](#[N:2])[c:3]1[cH:4][n:5](-[c:12]2[cH:13][c:14]([NH2:21])[c:15]([C:16](=[O:17])[OH:18])[cH:19][cH:20]2)[c:6]2[cH:7][cH:8][cH:9][cH:10][c:11]12.